The task is: describe an organic reaction: reactants, conditions, products, and yield. This data is from the Open Reaction Database (ORD), a public repository of structured organic reaction records. Reactants: C(C1=CC=CC=C1)OC(=O)NC(C(=O)OC(C)(C)C)CNC1=NC(=NC(=C1OC)N1CCC(CC1)C1=NC=2NCCCC2C=C1)OC (tert-butyl 2-benzyloxycarbonylamino-3-{2,5-dimethoxy-6-[4-(5,6,7,8-tetrahydro-[1,8]naphthyridin-2-yl)-piperidin-1-yl]-pyrimidin-4-ylamino}-propionate), FC(C(=O)O)(F)F (trifluoroacetic acid), C1(=CC=CC=C1)C (Toluene), ClCCl.CO.O.C(C)(=O)O (dichloromethane methanol water acetic acid). Solvent: ClCCl (dichloromethane). Yields the product C(C1=CC=CC=C1)OC(=O)NC(C(=O)O)CNC1=NC(=NC(=C1OC)N1CCC(CC1)C1=NC=2NCCCC2C=C1)OC (2-benzyloxycarbonylamino-3-{2,5-dimethoxy-6-[4-(5,6,7,8-tetrahydro-[1,8]naphthyridin-2-yl)-piperidin-1-yl]-pyrimidin-4-ylamino}-propionic acid). The yield is 112.7%. As a reaction SMILES: [CH2:1]([O:8][C:9]([NH:11][CH:12]([CH2:20][NH:21][C:22]1[C:27]([O:28][CH3:29])=[C:26]([N:30]2[CH2:35][CH2:34][CH:33]([C:36]3[CH:45]=[CH:44][C:43]4[CH2:42][CH2:41][CH2:40][NH:39][C:38]=4[N:37]=3)[CH2:32][CH2:31]2)[N:25]=[C:24]([O:46][CH3:47])[N:23]=1)[C:13]([O:15]C(C)(C)C)=[O:14])=[O:10])[C:2]1[CH:7]=[CH:6][CH:5]=[CH:4][CH:3]=1.FC(F)(F)C(O)=O.ClCCl.CO.O.C(O)(=O)C.C1(C)C=CC=CC=1>ClCCl>[CH2:1]([O:8][C:9]([NH:11][CH:12]([CH2:20][NH:21][C:22]1[C:27]([O:28][CH3:29])=[C:26]([N:30]2[CH2:31][CH2:32][CH:33]([C:36]3[CH:45]=[CH:44][C:43]4[CH2:42][CH2:41][CH2:40][NH:39][C:38]=4[N:37]=3)[CH2:34][CH2:35]2)[N:25]=[C:24]([O:46][CH3:47])[N:23]=1)[C:13]([OH:15])=[O:14])=[O:10])[C:2]1[CH:3]=[CH:4][CH:5]=[CH:6][CH:7]=1 |f:2.3.4.5|. Reported procedure: 350 mg (0.54 mmole) of tert-butyl 2-benzyloxycarbonylamino-3-{2,5-dimethoxy-6-[4-(5,6,7,8-tetrahydro-[1,8]naphthyridin-2-yl)-piperidin-1-yl]-pyrimidin-4-ylamino}-propionate in 10 ml of dichloromethane with 2 ml of trifluoroacetic acid is stirred at ambient temperature until the starting product disappears according to TLC (silica gel, eluent: CH2Cl2-MeOH-H2O-AeOH 90-10-1-1). Toluene is added and the reaction mixture is evaporated to dryness under reduced pressure (2 kPa). The residue is purified...